From a dataset of the Open Reaction Database (ORD), a public repository of structured organic reaction records. describe an organic reaction: reactants, conditions, products, and yield The reactants are CC#N, ClCCBr, [K+], [K+], Cc1nc2sc(C(=O)OC(C)(C)C)c(N)c2c(C)c1O, O=C([O-])[O-], O. Yields the product Cc1nc2sc(C(=O)OC(C)(C)C)c(N)c2c(C)c1OCCCl. Reaction SMILES: [CH3:32][C:33]#[N:34].[Cl:27][CH2:28][CH2:29][Br:30].[K+:21].[K+:22].[NH2:1][c:2]1[c:3]([C:14](=[O:15])[O:16][C:17]([CH3:18])([CH3:19])[CH3:20])[s:4][c:5]2[n:6][c:7]([CH3:13])[c:8]([OH:12])[c:9]([CH3:11])[c:10]12.[O-:23][C:24]([O-:25])=[O:26].[OH2:31]>>[NH2:1][c:2]1[c:3]([C:14](=[O:15])[O:16][C:17]([CH3:18])([CH3:19])[CH3:20])[s:4][c:5]2[n:6][c:7]([CH3:13])[c:8]([O:12][CH2:29][CH2:28][Cl:27])[c:9]([CH3:11])[c:10]12.